describe an organic reaction: reactants, conditions, products, and yield From a dataset of the Open Reaction Database (ORD), a public repository of structured organic reaction records. The reactants are BrC1=CC=C2CC(N(CC2=C1)C1=NC(=NC(=C1)N1CCN(CC1)C)N)C (4-(7-bromo-3-methyl-3,4-dihydroisoquinolin-2(1H)-yl)-6-(4-methylpiperazin-1-yl)pyrimidin-2-amine), FCCN1N=CC(=C1)B1OC(C(O1)(C)C)(C)C (1-(2-fluoroethyl)-4-(4,4,5,5-tetramethyl-1,3,2-dioxaborolan-2-yl)-1H-pyrazole), C([O-])(O)=O.[Na+] (sodium bicarbonate), O1CCOCC1 (1,4-dioxane). The reagents and catalysts are C=1C=CC(=CC1)[P](C=2C=CC=CC2)(C=3C=CC=CC3)[Pd]([P](C=4C=CC=CC4)(C=5C=CC=CC5)C=6C=CC=CC6)([P](C=7C=CC=CC7)(C=8C=CC=CC8)C=9C=CC=CC9)[P](C=1C=CC=CC1)(C=1C=CC=CC1)C=1C=CC=CC1 (tetrakis(triphenylphosphine)palladium(0)). Run in CO (methanol), O (water). Reaction conditions: temperature 90 celsius, time 8 hour. Yields the product FCCN1N=CC(=C1)C1=CC=C2CC(N(CC2=C1)C1=NC(=NC(=C1)N1CCN(CC1)C)N)C (4-[7-[1-(2-fluoroethyl)-1H-pyrazol-4-yl]-3-methyl-3,4-dihydroisoquinolin-2(1H)-yl]-6-(4-methylpiperazin-1-yl)pyrimidin-2-amine). The yield is 23.3%. RXN SMILES: Br[C:2]1[CH:11]=[C:10]2[C:5]([CH2:6][CH:7]([CH3:26])[N:8]([C:12]3[CH:17]=[C:16]([N:18]4[CH2:23][CH2:22][N:21]([CH3:24])[CH2:20][CH2:19]4)[N:15]=[C:14]([NH2:25])[N:13]=3)[CH2:9]2)=[CH:4][CH:3]=1.[F:27][CH2:28][CH2:29][N:30]1[CH:34]=[C:33](B2OC(C)(C)C(C)(C)O2)[CH:32]=[N:31]1.C(=O)(O)[O-].[Na+].O1CCOCC1>CO.C1C=CC([P]([Pd]([P](C2C=CC=CC=2)(C2C=CC=CC=2)C2C=CC=CC=2)([P](C2C=CC=CC=2)(C2C=CC=CC=2)C2C=CC=CC=2)[P](C2C=CC=CC=2)(C2C=CC=CC=2)C2C=CC=CC=2)(C2C=CC=CC=2)C2C=CC=CC=2)=CC=1.O>[F:27][CH2:28][CH2:29][N:30]1[CH:34]=[C:33]([C:2]2[CH:11]=[C:10]3[C:5]([CH2:6][CH:7]([CH3:26])[N:8]([C:12]4[CH:17]=[C:16]([N:18]5[CH2:23][CH2:22][N:21]([CH3:24])[CH2:20][CH2:19]5)[N:15]=[C:14]([NH2:25])[N:13]=4)[CH2:9]3)=[CH:4][CH:3]=2)[CH:32]=[N:31]1 |f:2.3,^1:60,62,81,100|. Procedure details: A mixture of 4-(7-bromo-3-methyl-3,4-dihydroisoquinolin-2(1H)-yl)-6-(4-methylpiperazin-1-yl)pyrimidin-2-amine (10 mg, 0.02 mmol; Peak 1, Example 49, Step 7), 1-(2-fluoroethyl)-4-(4,4,5,5-tetramethyl-1,3,2-dioxaborolan-2-yl)-1H-pyrazole (6.3 mg, 0.026 mmol), tetrakis(triphenylphosphine)palladium(0) (1.4 mg, 0.0012 mmol), and sodium bicarbonate (6.0 mg, 0.072 mmol) in a solution of 1,4-dioxane (0.2 mL) and water (0.1 mL) in a reaction vial was stirred at 90° C. overnight. After cooling it was dilu... Starting materials: O (H2O), [H-].[Na+] (NaH), BrC1=NC(=CC=C1)Br (2,6-dibromopyridine), N1(CCCC1)CC1=CC=C(C=C1)O (4-pyrrolidin-1-ylmethylphenol). RXN SMILES: [H-].[Na+].[N:3]1([CH2:8][C:9]2[CH:14]=[CH:13][C:12]([OH:15])=[CH:11][CH:10]=2)[CH2:7][CH2:6][CH2:5][CH2:4]1.[Br:16][C:17]1[CH:22]=[CH:21][CH:20]=[C:19](Br)[N:18]=1.O>CN(C=O)C>[Br:16][C:17]1[CH:22]=[CH:21][CH:20]=[C:19]([O:15][C:12]2[CH:11]=[CH:10][C:9]([CH2:8][N:3]3[CH2:7][CH2:6][CH2:5][CH2:4]3)=[CH:14][CH:13]=2)[N:18]=1 |f:0.1|. Reported procedure: To a stirred suspension of NaH (2.6 g, 108.5 mmol) in DMF (300 mL) at 0° C., under N2, a solution of 4-pyrrolidin-1-ylmethylphenol (16 g, 90.4 mmol) was added slowly. After stirring at 0° C. for 30 min, 2,6-dibromopyridine (23.6 g, 99.4 mmol) was added and the resulting mixture was heated at 95° C. for 20 h. After cooling to RT, 200 mL of H2O was added and the mixture was extracted with EtOAc (3×300 mL). The combined organic layer was washed with brine (3×400 mL), dried over MgSO4, filtered and ... Run at temperature 0 celsius, time 30 minute. Yields the product BrC1=NC(=CC=C1)OC1=CC=C(C=C1)CN1CCCC1 (2-Bromo-6-(4-pyrrolidin-1-ylmethylphenoxy)pyridine). The solvent is CN(C)C=O (DMF). The reactants are FC(C1=C(C=C2C3=C(CCC4=C2C=CC=C4)C=CC=C3)C=CC=C1)(F)F (5-(2-trifluoromethyl-benzylidene)-10,11-dihydro-5H-dibenzo[a,d]cycloheptene), C(C)(=O)OCC (ethyl acetate), [H][H] (hydrogen). Reagents/catalysts: [Pd] (Pd/C). Solvent: C(C)O (ethanol). Run at time 17 hour. The product is FC(C1=C(CC2C3=C(CCC4=C2C=CC=C4)C=CC=C3)C=CC=C1)(F)F (5-(2-Trifluoromethyl-benzyl)-10,11-dihydro-5H-dibenzo[a,d]cycloheptene). As a reaction SMILES: [F:1][C:2]([F:26])([F:25])[C:3]1[CH:24]=[CH:23][CH:22]=[CH:21][C:4]=1[CH:5]=[C:6]1[C:12]2[CH:13]=[CH:14][CH:15]=[CH:16][C:11]=2[CH2:10][CH2:9][C:8]2[CH:17]=[CH:18][CH:19]=[CH:20][C:7]1=2.C(OCC)(=O)C.[H][H]>C(O)C.[Pd]>[F:1][C:2]([F:25])([F:26])[C:3]1[CH:24]=[CH:23][CH:22]=[CH:21][C:4]=1[CH2:5][CH:6]1[C:12]2[CH:13]=[CH:14][CH:15]=[CH:16][C:11]=2[CH2:10][CH2:9][C:8]2[CH:17]=[CH:18][CH:19]=[CH:20][C:7]1=2. Procedure details: Add 5-(2-trifluoromethyl-benzylidene)-10,11-dihydro-5H-dibenzo[a,d]cycloheptene (0.16 g, 0.45 mmol) to a mixture of 10% Pd/C (0.075 g) suspended in absolute ethanol (4.0 mL) and ethyl acetate (2.0 mL) and hydrogenate under a balloon of hydrogen at room temperature and pressure. Stir for 17 h, remove the catalyst via filtration through a pad of Celite. Evaporate the filtrate and pass through a plug of silica gel equilibrated with hexanes. Concentrated the filtrate to give the title product. MS (m... The reactants are Cc1c(Br)sc2ccc(Cl)cc12, CN1CCCC1=O, C=C[Sn](CCCC)(CCCC)CCCC, c1coc(P(c2ccco2)c2ccco2)c1. Product: C=Cc1sc2ccc(Cl)cc2c1C. Reaction SMILES: [Br:1][c:2]1[s:3][c:4]2[c:5]([c:6]1[CH3:7])[cH:8][c:9]([Cl:12])[cH:10][cH:11]2.[CH3:44][N:45]1[CH2:46][CH2:47][CH2:48][C:49]1=[O:50].[CH:13](=[CH2:14])[Sn:15]([CH2:16][CH2:17][CH2:18][CH3:19])([CH2:20][CH2:21][CH2:22][CH3:23])[CH2:24][CH2:25][CH2:26][CH3:27].[o:28]1[cH:29][cH:30][cH:31][c:32]1[P:33]([c:34]1[o:35][cH:36][cH:37][cH:38]1)[c:39]1[o:40][cH:41][cH:42][cH:43]1>>[c:2]1([CH:13]=[CH2:14])[s:3][c:4]2[c:5]([c:6]1[CH3:7])[cH:8][c:9]([Cl:12])[cH:10][cH:11]2. The reactants are COC1=C(C=C(C=C1)[N+](=O)[O-])O (2-methoxy-5-nitrophenol), COCCBr (2-bromoethyl methyl ether), C([O-])([O-])=O.[K+].[K+] (potassium carbonate), O (water). Reagents/catalysts: [I-].[K+] (potassium iodide). Run in CN(C)C=O (DMF). Reaction conditions: temperature 80 celsius. Yields the product COC1=C(C=C(C=C1)[N+](=O)[O-])OCCOC (4-methoxy-3-(2-methoxyethoxy)nitrobenzene). Yield: 97.5%. As a reaction SMILES: [CH3:1][O:2][C:3]1[CH:8]=[CH:7][C:6]([N+:9]([O-:11])=[O:10])=[CH:5][C:4]=1[OH:12].[CH3:13][O:14][CH2:15][CH2:16]Br.C(=O)([O-])[O-].[K+].[K+].O>CN(C=O)C.[I-].[K+]>[CH3:1][O:2][C:3]1[CH:8]=[CH:7][C:6]([N+:9]([O-:11])=[O:10])=[CH:5][C:4]=1[O:12][CH2:16][CH2:15][O:14][CH3:13] |f:2.3.4,7.8|. Procedure: A mixture of 2-methoxy-5-nitrophenol (6 g, 35 mmol), 2-bromoethyl methyl ether (4 ml, 40 mmol), potassium carbonate (5.8 g, 40 mmol) and potassium iodide (0.5 g) in DMF (50 ml) was heated at 80° C. for 1 hour. The mixture was allowed to cool and poured into water (400 ml). The resulting precipitate was collected by filtration, washed with water and dried under vacuum to give 4-methoxy-3-(2-methoxyethoxy)nitrobenzene (7.75 g, 98%).